From a dataset of the Open Reaction Database (ORD), a public repository of structured organic reaction records. describe an organic reaction: reactants, conditions, products, and yield The reactants are CC(C)(C)OC(=O)N1CCC2(CCC(OCCOS(C)(=O)=O)CC2)CC1, CCOC(C)=O, [H-], [Na+], CN(C)C=O, c1c[nH]cn1. Yields the product CC(C)(C)OC(=O)N1CCC2(CCC(OCCn3ccnc3)CC2)CC1. Reaction SMILES: [CH3:1][S:2]([O:3][CH2:6][CH2:7][O:8][CH:9]1[CH2:10][CH2:11][C:12]2([CH2:13][CH2:14][N:15]([C:18](=[O:19])[O:20][C:21]([CH3:22])([CH3:23])[CH3:24])[CH2:16][CH2:17]2)[CH2:25][CH2:26]1)(=[O:4])=[O:5].[CH3:39][CH2:40][O:41][C:42](=[O:43])[CH3:44].[H-:28].[Na+:27].[O:34]=[CH:35][N:36]([CH3:37])[CH3:38].[nH:29]1[cH:30][n:31][cH:32][cH:33]1>>[CH2:6]([CH2:7][O:8][CH:9]1[CH2:10][CH2:11][C:12]2([CH2:13][CH2:14][N:15]([C:18](=[O:19])[O:20][C:21]([CH3:22])([CH3:23])[CH3:24])[CH2:16][CH2:17]2)[CH2:25][CH2:26]1)[n:29]1[cH:30][n:31][cH:32][cH:33]1. Starting materials: COc1cc(C=O)cc(OC)c1OC, C[O-], CCO, Cc1nc2c(C)cccn2c(=O)c1C, [Na+]. Yields the product COc1cc(C=Cc2nc3c(C)cccn3c(=O)c2C)cc(OC)c1OC. Reaction SMILES: [CH3:18][O:19][c:20]1[cH:21][c:22]([CH:23]=[O:24])[cH:25][c:26]([O:30][CH3:31])[c:27]1[O:28][CH3:29].[CH3:1][O-:2].[CH3:32][CH2:33][OH:34].[CH3:4][c:5]1[n:6][c:7]2[n:8]([c:9](=[O:12])[c:10]1[CH3:11])[cH:13][cH:14][cH:15][c:16]2[CH3:17].[Na+:3]>>[CH:4]([c:5]1[n:6][c:7]2[n:8]([c:9](=[O:12])[c:10]1[CH3:11])[cH:13][cH:14][cH:15][c:16]2[CH3:17])=[CH:23][c:22]1[cH:21][c:20]([O:19][CH3:18])[c:27]([O:28][CH3:29])[c:26]([O:30][CH3:31])[cH:25]1. The reactants are CCC(COC(=O)c1cc(OC)c(OC)c(OC)c1)(NC)c1ccccc1, CCN(C(C)C)C(C)C, O=C(Cl)Oc1ccc(Cl)cc1, ClCCl, [Na+], O=C([O-])O. The product is CCC(COC(=O)c1cc(OC)c(OC)c(OC)c1)(NCC(=O)Oc1ccc(Cl)cc1)c1ccccc1. Reaction SMILES: [CH3:10][O:11][c:12]1[cH:13][c:14]([C:15](=[O:16])[O:17][CH2:18][C:19]([CH2:20][CH3:21])([c:22]2[cH:23][cH:24][cH:25][cH:26][cH:27]2)[NH:28][CH3:29])[cH:30][c:31]([O:35][CH3:36])[c:32]1[O:33][CH3:34].[CH:1]([N:2]([CH2:3][CH3:4])[CH:5]([CH3:6])[CH3:7])([CH3:8])[CH3:9].[Cl:37][C:38](=[O:39])[O:40][c:41]1[cH:42][cH:43][c:44]([Cl:47])[cH:45][cH:46]1.[Cl:53][CH2:54][Cl:55].[Na+:52].[O-:48][C:49]([OH:50])=[O:51]>>[CH3:10][O:11][c:12]1[cH:13][c:14]([C:15](=[O:16])[O:17][CH2:18][C:19]([CH2:20][CH3:21])([c:22]2[cH:23][cH:24][cH:25][cH:26][cH:27]2)[NH:28][CH2:29][C:38](=[O:39])[O:40][c:41]2[cH:42][cH:43][c:44]([Cl:47])[cH:45][cH:46]2)[cH:30][c:31]([O:35][CH3:36])[c:32]1[O:33][CH3:34]. The reactants are C(N)(=O)CCC(C(=O)O)N1C=NC2=CC=C(C=C2C1)OC (4-carbamoyl-2-(6-methoxy-4H-quinazolin-3-yl)butanoic acid). Solvent: C(C)(=O)OC(C)=O (acetic anhydride), C(C)(=O)Cl (acetyl chloride). Run at time 1 hour. Yields the product COC=1C=C2CN(C=NC2=CC1)C1C(NC(CC1)=O)=O (3-(6-methoxy-4H-quinazolin-3-yl)piperidine-2,6-dione). As a reaction SMILES: [C:1]([CH2:4][CH2:5][CH:6]([N:10]1[CH2:19][C:18]2[C:13](=[CH:14][CH:15]=[C:16]([O:20][CH3:21])[CH:17]=2)[N:12]=[CH:11]1)[C:7](O)=[O:8])(=[O:3])[NH2:2]>C(OC(=O)C)(=O)C.C(Cl)(=O)C>[CH3:21][O:20][C:16]1[CH:17]=[C:18]2[C:13](=[CH:14][CH:15]=1)[N:12]=[CH:11][N:10]([CH:6]1[CH2:5][CH2:4][C:1](=[O:3])[NH:2][C:7]1=[O:8])[CH2:19]2. Procedure details: A solution of 1.20 g of the crude product from stage 4 in 7 ml of acetic anhydride and 7 ml of acetyl chloride was stirred for 5 hours at 70° C. and then concentrated by evaporation in vacuo. The residue was taken up in 20 ml of methanol and stirred for 1 hour with Amberlyst A-21 ion exchanger. After filtration the filtrate was concentrated by evaporation in vacuo and the residue was purified by flash chromatography with chloroform/methanol (4/1) as eluent. The free base of the title compound th...